From a dataset of the Open Reaction Database (ORD), a public repository of structured organic reaction records. describe an organic reaction: reactants, conditions, products, and yield The reactants are ClC1=CC=C(N)C=C1 (4-chloro-aniline), C1(=CC=CC=C1)S(=O)(=O)N1C=C(C=2C1=NC=CC2)C2=NC(=NC=C2)Cl (1-benzenesulfonyl-3-(2-chloro-pyrimidin-4-yl)-1H-pyrrolo[2,3-b]pyridine). Product: ClC1=CC=C(C=C1)NC1=NC=CC(=N1)C1=CNC2=NC=CC=C21 ((4-Chloro-phenyl)-[4-(1-H-pyrrolo[2,3-b]pyridin-3-yl)-pyrimidin-2-yl]-amine). Isolated yield 27.7%. Reaction SMILES: [Cl:1][C:2]1[CH:8]=[CH:7][C:5]([NH2:6])=[CH:4][CH:3]=1.C1(S([N:18]2[C:22]3=[N:23][CH:24]=[CH:25][CH:26]=[C:21]3[C:20]([C:27]3[CH:32]=[CH:31][N:30]=[C:29](Cl)[N:28]=3)=[CH:19]2)(=O)=O)C=CC=CC=1>>[Cl:1][C:2]1[CH:8]=[CH:7][C:5]([NH:6][C:29]2[N:28]=[C:27]([C:20]3[C:21]4[C:22](=[N:23][CH:24]=[CH:25][CH:26]=4)[NH:18][CH:19]=3)[CH:32]=[CH:31][N:30]=2)=[CH:4][CH:3]=1. Procedure: Using the procedure of example 1, 4-chloro-aniline (103 mg) was reacted with compound 1f (100 mg) to provide compound 11 (24 mg, 28%). 1H NMR (400 MHz, CD3OD) δ 8.82 (d, J=8.0 Hz, 1H), 8.32 (d, J=5.6 Hz, 1H), 8.30 (d, J=4.8 Hz, 1H), 8.14 (s, 1H), 7.69 (d, J=8.8 Hz, 2H), 7.33 (d, J=8.8 Hz, 2H), 7.24 (dd, J=8.0 Hz, 4.8 Hz, 1H), 7.16 (d, J=4.8 Hz, 1H). MS (ESI) m/z: 322 (M+H)+. Reactants: CC(=O)NC1=CC(=CC=C1)F (N-methylcarbonyl 3-fluoroaniline), [N+](=O)(O)[O-] (nitric acid). Solvent: S(O)(O)(=O)=O (sulfuric acid), S(O)(O)(=O)=O (sulfuric acid). Reaction conditions: time 3 hour. Product: CC(=O)NC1=C(C=CC(=C1)F)[N+](=O)[O-] (N-methylcarbonyl 2-nitro-5-fluoroaniline). As a reaction SMILES: [CH3:1][C:2]([NH:4][C:5]1[CH:10]=[CH:9][CH:8]=[C:7]([F:11])[CH:6]=1)=[O:3].[N+:12]([O-])([OH:14])=[O:13]>S(=O)(=O)(O)O>[CH3:1][C:2]([NH:4][C:5]1[CH:6]=[C:7]([F:11])[CH:8]=[CH:9][C:10]=1[N+:12]([O-:14])=[O:13])=[O:3]. Procedure: N-methylcarbonyl 3-fluoroaniline (5 g, 32.0 mmol) is dissolved in 25 ml of conc. sulfuric acid and is cooled to 0°. A mixture of 90% nitric acid (2.5 ml) in conc. sulfuric acid (25 ml) is added dropwise over a period of about 1 hour, with the temperature maintained at 0°. The reaction is allowed to warm to RT and is stirred at RT for 3 hours. The reaction is then carefully poured into ice. The resulting solid is washed several times with 10% ethyl acetate/hexane, and the combined organic extract...